This data is from the Open Reaction Database (ORD), a public repository of structured organic reaction records. The task is: describe an organic reaction: reactants, conditions, products, and yield Reactants: [Al+3], CC12C=CCC1C1CCC3=CC(=O)CCC3C1CC2, [H-], [H-], [H-], [H-], [Li+], [Na+], [Na+], O, O, O, O, O, O, O, O, O, O, O=S(=O)([O-])[O-]. Yields the product CC12C=CCC1C1CCC3=CC(O)CCC3C1CC2. Reaction SMILES: [Al+3:21].[CH3:1][C:2]12[CH:3]=[CH:4][CH2:5][CH:6]1[CH:7]1[CH2:8][CH2:9][C:10]3=[CH:11][C:12](=[O:19])[CH2:13][CH2:14][CH:15]3[CH:16]1[CH2:17][CH2:18]2.[H-:20].[H-:23].[H-:24].[H-:25].[Li+:22].[Na+:41].[Na+:42].[OH2:26].[OH2:27].[OH2:28].[OH2:29].[OH2:30].[OH2:31].[OH2:32].[OH2:33].[OH2:34].[OH2:35].[S:36]([O-:37])([O-:38])(=[O:39])=[O:40]>>[CH3:1][C:2]12[CH:3]=[CH:4][CH2:5][CH:6]1[CH:7]1[CH2:8][CH2:9][C:10]3=[CH:11][CH:12]([OH:19])[CH2:13][CH2:14][CH:15]3[CH:16]1[CH2:17][CH2:18]2. The reactants are C([O-])([O-])=O.[K+].[K+] (Potassium carbonate), C(C)OC(=O)C1(CCNCC1)C (4-methylpiperidine-4-carboxylic acid ethyl ester), ClC=1C=C(C=CC1CC(C)C)C1=NC(=NO1)C1=CC=C(C=C1)CCl (5-(3-chloro-4-isobutylphenyl)-3-(4-chloromethylphenyl)-[1,2,4]-oxadiazole). Run in CN(C=O)C (N,N-dimethylformamide). Run at temperature 67.5 celsius. Product: C(C)OC(=O)C1(CCN(CC1)CC1=CC=C(C=C1)C1=NOC(=N1)C1=CC(=C(C=C1)CC(C)C)Cl)C (1-{4-[5-(3-chloro-4-isobutylphenyl)-[1,2,4]-oxadiazol-3-yl]-benzyl}-4-methylpiperidine-4-carboxylic acid ethyl ester). RXN SMILES: C(=O)([O-])[O-].[K+].[K+].[CH2:7]([O:9][C:10]([C:12]1([CH3:18])[CH2:17][CH2:16][NH:15][CH2:14][CH2:13]1)=[O:11])[CH3:8].[Cl:19][C:20]1[CH:21]=[C:22]([C:30]2[O:34][N:33]=[C:32]([C:35]3[CH:40]=[CH:39][C:38]([CH2:41]Cl)=[CH:37][CH:36]=3)[N:31]=2)[CH:23]=[CH:24][C:25]=1[CH2:26][CH:27]([CH3:29])[CH3:28]>CN(C)C=O>[CH2:7]([O:9][C:10]([C:12]1([CH3:18])[CH2:17][CH2:16][N:15]([CH2:41][C:38]2[CH:37]=[CH:36][C:35]([C:32]3[N:31]=[C:30]([C:22]4[CH:23]=[CH:24][C:25]([CH2:26][CH:27]([CH3:28])[CH3:29])=[C:20]([Cl:19])[CH:21]=4)[O:34][N:33]=3)=[CH:40][CH:39]=2)[CH2:14][CH2:13]1)=[O:11])[CH3:8] |f:0.1.2|. Reported procedure: Potassium carbonate (0.29 g, 0.0021 mol) and 4-methylpiperidine-4-carboxylic acid ethyl ester (0.36 g, 0.0021 mol) are added to a solution of 5-(3-chloro-4-isobutylphenyl)-3-(4-chloromethylphenyl)-[1,2,4]-oxadiazole (0.5 g, 0.0014 mol) in N,N-dimethylformamide (10 mL). The reaction mixture is heated at 65-70° C. for 2 hours. Removal of solvent gives a crude residue which is purified by column chromatography (silica gel 230-400 mesh, toluene:ethyl acetate 4:1) to give 1-{4-[5-(3-chloro-4-isobutyl... Reactants: C(C1=CC=CC=C1)(=O)Cl (benzoyl chloride), C(CCC)C=1N(C(N(N1)C(C)C)=O)CC1=CC=C(C=C1)C1=C(C=CC=C1)S(N)(=O)=O (5-n-butyl-2,4-dihydro-2-isopropyl-4-[(2'-sulfamoylbiphenyl-4-yl)methyl]-3H-1,2,4-triazol-3-one), NaH2PO4. The solvent is N1=CC=CC=C1 (pyridine). Reaction conditions: time 12 hour. The product is C(C1=CC=CC=C1)(=O)NS(=O)(=O)C1=C(C=CC=C1)C1=CC=C(C=C1)CN1C(N(N=C1CCCC)C(C)C)=O (4-[[2'-(N-Benzoylsulfamoyl)biphenyl-4-yl]methyl]-5-n-butyl-2,4-dihydro-2-isopropyl-3H-1,2,4-triazol-3-one). The yield is 64.6%. As a reaction SMILES: [CH2:1]([C:5]1[N:6]([CH2:14][C:15]2[CH:20]=[CH:19][C:18]([C:21]3[CH:26]=[CH:25][CH:24]=[CH:23][C:22]=3[S:27](=[O:30])(=[O:29])[NH2:28])=[CH:17][CH:16]=2)[C:7](=[O:13])[N:8]([CH:10]([CH3:12])[CH3:11])[N:9]=1)[CH2:2][CH2:3][CH3:4].[C:31](Cl)(=[O:38])[C:32]1[CH:37]=[CH:36][CH:35]=[CH:34][CH:33]=1>N1C=CC=CC=1>[C:31]([NH:28][S:27]([C:22]1[CH:23]=[CH:24][CH:25]=[CH:26][C:21]=1[C:18]1[CH:19]=[CH:20][C:15]([CH2:14][N:6]2[C:5]([CH2:1][CH2:2][CH2:3][CH3:4])=[N:9][N:8]([CH:10]([CH3:11])[CH3:12])[C:7]2=[O:13])=[CH:16][CH:17]=1)(=[O:29])=[O:30])(=[O:38])[C:32]1[CH:37]=[CH:36][CH:35]=[CH:34][CH:33]=1. Procedure: To a solution of 52.7 mg (0.123 mmole) of 5-n-butyl-2,4-dihydro-2-isopropyl-4-[(2'-sulfamoylbiphenyl-4-yl)methyl]-3H-1,2,4-triazol-3-one (from Step I) in 1 ml of dry pyridine stirred at room temperature under argon was added 143 μL (173 mg; 1.23 mmole) of benzoyl chloride. After 12 hours at room temperature, the mixture was treated with saturated NaH2PO4 solution and extracted 3× with ethyl acetate. The combined organic extracts were washed with brine, dried over MgSO4, filtered, and concentrate... Starting materials: CNC(=O)C=1C(=CC=CC1)C (N-methyl-o-toluamide), C(C)N1CCNCC1 (N-ethylpiperazine), C(#N)C1=CC(=NC=C1)OC (4-cyano-2-methoxypyridine), P(=O)(Cl)(Cl)Cl (phosphorus oxychloride). The solvent is C(Cl)Cl.CO (methylene chloride methanol). Conditions: temperature 100 celsius. The product is C(C)N1CCN(CC1)C1=NC(=CC2=CC=CC=C12)C1=CC(=NC=C1)OC (1-(4-ethylpiperazin-1-yl)-3-(2-methoxypyridin-4-yl)isoquinoline). The yield is 9.2%. Reaction SMILES: [CH3:1][NH:2][C:3]([C:5]1[C:6]([CH3:11])=[CH:7][CH:8]=[CH:9][CH:10]=1)=O.[C:12]([C:14]1[CH:19]=[CH:18][N:17]=[C:16]([O:20][CH3:21])[CH:15]=1)#[N:13].P(Cl)(Cl)(Cl)=O.[CH2:27]([N:29]1[CH2:34]CN[CH2:31][CH2:30]1)[CH3:28]>C(Cl)Cl.CO>[CH2:27]([N:29]1[CH2:30][CH2:31][N:2]([C:3]2[C:5]3[C:6](=[CH:7][CH:8]=[CH:9][CH:10]=3)[CH:11]=[C:12]([C:14]3[CH:19]=[CH:18][N:17]=[C:16]([O:20][CH3:21])[CH:15]=3)[N:13]=2)[CH2:1][CH2:34]1)[CH3:28] |f:4.5|. Procedure: To 3-(2-methoxypyridin-4-yl)isoquinolin-1-one (1.22 g) obtained by reacting N-methyl-o-toluamide (2.90 g) and 4-cyano-2-methoxypyridine (2.60 g) according to the method of Example 10-1 was added phosphorus oxychloride (25.7 g), and the resulting mixture was heated at 100° C. for 2 hr. The reaction solution was evaporated, and to the resulting residue were added ethyl acetate and purified water The ethyl acetate layer was washed with water, an aqueous solution of saturated sodium bicarbonate and ...